From a dataset of the Open Reaction Database (ORD), a public repository of structured organic reaction records. describe an organic reaction: reactants, conditions, products, and yield Starting materials: N(C(=N)N)C=1SC=C(N1)CSCCC(OCC)=N (ethyl 3-[(2-guanidinothiazol-4-yl)methylthio]-propionimidate), N#CN (cyanamide). Solvent: C(C)O (ethanol). Conditions: time 8 hour. The product is C(#N)NC(CCSCC=1N=C(SC1)NC(=N)N)=N (N-cyano-3-[(2-guanidinothiazol-4-yl)methylthio]propionamidine). Isolated yield 72.1%. Reaction SMILES: [NH:1]([C:5]1[S:6][CH:7]=[C:8]([CH2:10][S:11][CH2:12][CH2:13][C:14](=[NH:18])OCC)[N:9]=1)[C:2]([NH2:4])=[NH:3].[N:19]#[C:20][NH2:21]>C(O)C>[C:20]([NH:21][C:14](=[NH:18])[CH2:13][CH2:12][S:11][CH2:10][C:8]1[N:9]=[C:5]([NH:1][C:2]([NH2:4])=[NH:3])[S:6][CH:7]=1)#[N:19]. Procedure details: To 1.9 g of ethyl 3-[(2-guanidinothiazol-4-yl)methylthio]-propionimidate was added 10 ml of an ethanol solution of 0.28 g of cyanamide and the mixture was allowed to stand overnight at room temperature. Then, the solvent was distilled off from the reaction mixture under reduced pressure and the residue obtained was purified by a silica gel column chromatography using a solvent mixture of chloroform and methanol as a developing solvent to provide 1.35 g of N-cyano-3-[(2-guanidinothiazol-4-yl)meth... The reactants are CC(=O)OC(C)=O, Cc1c[nH]c2ccnn12, O=CO. Yields the product Cc1cn(C=O)c2ccnn12. RXN SMILES: [CH3:1][C:2]([O:3][C:5]([CH3:4])=[O:7])=[O:6].[CH3:8][c:9]1[cH:10][nH:11][c:12]2[n:13]1[n:14][cH:15][cH:16]2.[CH:17]([OH:18])=[O:19]>>[CH:5](=[O:7])[n:11]1[cH:10][c:9]([CH3:8])[n:13]2[c:12]1[cH:16][cH:15][n:14]2. The reactants are NCC=1NC(C=2C(=NC=NC2)N1)=O (2-aminomethyl-3H-pyrimido[4,5-d]pyrimidin-4-one), CCN(C(C)C)C(C)C (DIPEA), C1(=CC=CC=C1)CCC(=O)Cl (3-phenyl-propionyl chloride). Solvent: C1CCOC1 (THF). Reaction conditions: time 1 hour. The product is O=C1NC(=NC2=NC=NC=C21)CNC(CCC2=CC=CC=C2)=O (N-(4-oxo-3,4-dihydro-pyrimido[4,5-d]pyrimidin-2-ylmethyl)-3-phenyl-propionamide). The yield is 3.8%. Reaction SMILES: [NH2:1][CH2:2][C:3]1[NH:4][C:5](=[O:13])[C:6]2[C:7]([N:12]=1)=[N:8][CH:9]=[N:10][CH:11]=2.CCN(C(C)C)C(C)C.[C:23]1([CH2:29][CH2:30][C:31](Cl)=[O:32])[CH:28]=[CH:27][CH:26]=[CH:25][CH:24]=1>C1COCC1>[O:13]=[C:5]1[C:6]2[C:7](=[N:8][CH:9]=[N:10][CH:11]=2)[N:12]=[C:3]([CH2:2][NH:1][C:31](=[O:32])[CH2:30][CH2:29][C:23]2[CH:28]=[CH:27][CH:26]=[CH:25][CH:24]=2)[NH:4]1. Reported procedure: To a suspension of 2-aminomethyl-3H-pyrimido[4,5-d]pyrimidin-4-one (12 mg, 0.068 mmol) in THF (0.2 mL) and DIPEA (0.050 mL, 0.29 mmol) was added 3-phenyl-propionyl chloride (14 mg, 0.08 mmol) at ambient temperature. The reaction mixture was stirred one hour, evaporated and purified by column chromatography (silica gel, EtOAc/MeOH, 1/1) to yield N-(4-oxo-3,4-dihydro-pyrimido[4,5-d]pyrimidin-2-ylmethyl)-3-phenyl-propionamide as a white solid (0.8 mg, 3.8%). MS (m/e): 310.3 [M+H+]. As a reaction SMILES: [CH3:31][OH:32].[CH3:33][c:34]1[cH:35][cH:36][cH:37][cH:38][cH:39]1.[Cl-:24].[Cl:1][c:2]1[c:3]([Cl:12])[c:4]([Cl:11])[c:5]([N+:8](=[O:9])[O-:10])[cH:6][cH:7]1.[ClH:25].[Cu:13]([C:14]#[N:15])[C:16]#[N:17].[O:26]=[CH:27][N:28]([CH3:29])[CH3:30].[OH2:18].[OH2:19].[OH2:20].[OH2:21].[OH2:22].[OH2:23].[OH2:40]>>[Cl:1][c:2]1[c:3]([Cl:12])[c:4]([C:14]#[N:15])[c:5]([N+:8](=[O:9])[O-:10])[cH:6][cH:7]1. Starting materials: CO, Cc1ccccc1, [Cl-], O=[N+]([O-])c1ccc(Cl)c(Cl)c1Cl, Cl, N#C[Cu]C#N, CN(C)C=O, O, O, O, O, O, O, O. Yields the product N#Cc1c([N+](=O)[O-])ccc(Cl)c1Cl. The reactants are ClC1=CC=C(C=C1)S (4-chlorothiophenol), N1=CC=CC=C1 (pyridine), BrC(C(C)=O)C1=CC=CC=C1 (bromophenylacetone). The solvent is CCOCC (ether). Run at time 8 hour. Product: ClC1=CC=C(C=C1)SC(C(=O)C)C1=CC=CC=C1 (1-[(4-Chlorophenyl)thio]-1-phenylacetone). RXN SMILES: [Cl:1][C:2]1[CH:7]=[CH:6][C:5]([SH:8])=[CH:4][CH:3]=1.N1C=CC=CC=1.Br[CH:16]([C:20]1[CH:25]=[CH:24][CH:23]=[CH:22][CH:21]=1)[C:17](=[O:19])[CH3:18]>CCOCC>[Cl:1][C:2]1[CH:7]=[CH:6][C:5]([S:8][CH:16]([C:20]2[CH:25]=[CH:24][CH:23]=[CH:22][CH:21]=2)[C:17]([CH3:18])=[O:19])=[CH:4][CH:3]=1. Procedure: In a 100 ml round-bottomed flask, 1 eq. of 4-chlorothiophenol is dissolved in 4 eq. of pyridine and 50 ml of anhydrous ether, with magnetic stirring. 1.2 eq. of bromophenylacetone are then added dropwise and stirring is then carried out overnight at ambient temperature. The reaction mixture is then poured onto ice-cold water and is extracted with ethyl acetate. The organic phase is washed with 1M HCl solution and then with water, is dried over MgSO4 and is evaporated under reduced pressure. The ...